Dataset: the Open Reaction Database (ORD), a public repository of structured organic reaction records. Task: describe an organic reaction: reactants, conditions, products, and yield Reactants: IC=1C=NNC1 (4-iodo-1H-pyrazole), C([O-])([O-])=O.[K+].[K+] (potassium carbonate), C(C1=CC=CC=C1)Br (benzyl bromide). Run in CC(=O)C (acetone). Product: C(C1=CC=CC=C1)N1N=CC(=C1)I (1-Benzyl-4-iodo-1H-pyrazole). Isolated yield 96.5%. RXN SMILES: [I:1][C:2]1[CH:3]=[N:4][NH:5][CH:6]=1.C(=O)([O-])[O-].[K+].[K+].[CH2:13](Br)[C:14]1[CH:19]=[CH:18][CH:17]=[CH:16][CH:15]=1>CC(C)=O>[CH2:13]([N:4]1[CH:3]=[C:2]([I:1])[CH:6]=[N:5]1)[C:14]1[CH:19]=[CH:18][CH:17]=[CH:16][CH:15]=1 |f:1.2.3|. Procedure details: To a stirred suspension of 4-iodo-1H-pyrazole (1.50 g, 7.73 mmol) and potassium carbonate (2.67 g, 19.3 mmol) in acetone was added benzyl bromide (0.96 mL, 8.07 mmol) and the reaction was refluxed for 3 h. After cooling to room temperature the mixture was concentrated onto silica gel in vacuo and eluted through a short silica plug (sequential elution-hexane, 10% diethyl ether in hexanes) to provide the title compound as a white solid (2.12 g, 97% yield). Reactants: C(C)(C)(C)OC(=O)N1C[C@@H](N(CC1)S(=O)(=O)C1=CC=C(C=C1)C(F)(F)F)C(NCC1=CC(=C(C=C1)OC(F)(F)F)F)=O ((R)-3-(3-fluoro-4-trifluoromethoxy-benzylcarbamoyl)-4-(4-trifluoromethyl-benzenesulfonyl)-piperazine-1-carboxylic acid tert-butyl ester), Cl.O1CCOCC1 (hydrogen chloride 1,4-dioxane). Solvent: O1CCOCC1 (1,4-dioxane). Product: Cl.FC=1C=C(CNC(=O)[C@@H]2N(CCNC2)S(=O)(=O)C2=CC=C(C=C2)C(F)(F)F)C=CC1OC(F)(F)F ((R)-1-(4-trifluoromethyl-benzenesulfonyl)-piperazine-2-carboxylic acid 3-fluoro-4-trifluoromethoxy-benzylamide hydrochloride). RXN SMILES: C(OC([N:8]1[CH2:13][CH2:12][N:11]([S:14]([C:17]2[CH:22]=[CH:21][C:20]([C:23]([F:26])([F:25])[F:24])=[CH:19][CH:18]=2)(=[O:16])=[O:15])[C@@H:10]([C:27](=[O:42])[NH:28][CH2:29][C:30]2[CH:35]=[CH:34][C:33]([O:36][C:37]([F:40])([F:39])[F:38])=[C:32]([F:41])[CH:31]=2)[CH2:9]1)=O)(C)(C)C.[ClH:43].O1CCOCC1>O1CCOCC1>[ClH:43].[F:41][C:32]1[CH:31]=[C:30]([CH:35]=[CH:34][C:33]=1[O:36][C:37]([F:40])([F:38])[F:39])[CH2:29][NH:28][C:27]([C@H:10]1[CH2:9][NH:8][CH2:13][CH2:12][N:11]1[S:14]([C:17]1[CH:22]=[CH:21][C:20]([C:23]([F:26])([F:25])[F:24])=[CH:19][CH:18]=1)(=[O:15])=[O:16])=[O:42] |f:1.2,4.5|. Reported procedure: To a solution of the compound (60 mg) obtained in Step 4 in 1,4-dioxane (0.6 ml) was added 4N hydrogen chloride/1,4-dioxane solution (0.6 ml) with stirring at room temperature. After stirring at room temperature for 2 days, the reaction mixture was concentrated under reduced pressure. Toluene was added to the residue, and the mixture was concentrated again under reduced pressure to give a crude product (about 0.095 mmol) containing the title compound as a main component. The obtained crude produ...